describe an organic reaction: reactants, conditions, products, and yield From a dataset of the Open Reaction Database (ORD), a public repository of structured organic reaction records. Starting materials: CI (methyl iodide), 1-alkyl-3-amino-5-pyridinyl-1,2,4-triazole, NC1=NNC(=N1)C1=NC=CC=C1 (3-amino-5-pyridinyl-1,2,4-triazole), NC1=NNC(=N1)C1=NC=CC=C1 (3-amino-5-pyridinyl-1,2,4-triazole), [H-].[Na+] (sodium hydride). Yields the product CN1N=C(N=C1C1=NC=CC=C1)N (1-methyl-3-amino-5-pyridinyl-1,2,4-triazole). RXN SMILES: [NH2:1][C:2]1[N:6]=[C:5]([C:7]2[CH:12]=[CH:11][CH:10]=[CH:9][N:8]=2)[NH:4][N:3]=1.[H-].[Na+].[CH3:15]I>>[CH3:15][N:4]1[C:5]([C:7]2[CH:12]=[CH:11][CH:10]=[CH:9][N:8]=2)=[N:6][C:2]([NH2:1])=[N:3]1 |f:1.2|. Procedure: The 1-alkyl-3-amino-5-pyridinyl-1,2,4-triazole may be readily prepared from the corresponding 3-amino-5-pyridinyl-1,2,4-triazole under alkylating conditions. For instance, reaction of 3-amino-5-pyridinyl-1,2,4-triazole with sodium hydride followed by addition of methyl iodide yields the 1-methyl-3-amino-5-pyridinyl-1,2,4-triazole plus other isomers. Separation of the desired product may be readily accomplished by chromatography, distillation and the like. The reactants are C(C)(=O)OC(CC)[C@@H]1C[C@@H]([C@@H](O1)N1C(SC2=C1N=C(NC2=O)N)=O)CC(=O)[O-] ([(2R,3R,5S)-5-(1-acetoxypropyl)-2-(5-amino-2,7-dioxo-6H-thiazolo[4,5-d]pyrimidin-3-yl)tetrahydrofuran-3-yl]acetate), C(C)(=O)OC([C@@H]1C[C@@H]([C@@H](O1)N1C(SC2=C1N=C(NC2=O)N)=O)CC(=O)[O-])C2CC2 ([(2R,3R,5S)-5-[acetoxy(cyclopropyl)methyl]-2-(5-amino-2,7-dioxo-6H-thiazolo[4,5-d]pyrimidin-3-yl)tetrahydrofuran-3-yl]acetate), C(C)(=O)OC([C@@H]1C[C@@H]([C@@H](O1)N1C(SC2=C1N=C(NC2=O)N)=O)CC(=O)[O-])C2CC2 ([(2R,3R,5S)-5-[acetoxy(cyclopropyl)methyl]-2-(5-amino-2,7-dioxo-6H-thiazolo[4,5-d]pyrimidin-3-yl)tetrahydrofuran-3-yl]acetate). Procedure details: The title compound was prepared in analogy to Example 1, by using [(2R,3R,5S)-5-[acetoxy(cyclopropyl)methyl]-2-(5-amino-2,7-dioxo-6H-thiazolo[4,5-d]pyrimidin-3-yl)tetrahydrofuran-3-yl]acetate (compound 14b) instead of [(2R,3R,5S)-5-(1-acetoxypropyl)-2-(5-amino-2,7-dioxo-6H-thiazolo[4,5-d]pyrimidin-3-yl)tetrahydrofuran-3-yl]acetate (compound 1g). Example 14 was purified and separated by preparative HPLC to afford Example 14-A and Example 14-B as white solid. RXN SMILES: C([O:4][CH:5]([CH:27]1[CH2:29][CH2:28]1)[C@H:6]1[O:10][C@@H:9]([N:11]2[C:15]3[N:16]=[C:17]([NH2:21])[NH:18][C:19](=[O:20])[C:14]=3[S:13][C:12]2=[O:22])[C@@H:8](CC([O-])=O)[CH2:7]1)(=O)C.C(OC([C@H]1O[C@@H](N2C3N=C(N)NC(=O)C=3SC2=O)[C@@H](CC([O-])=O)C1)CC)(=[O:32])C>>[NH2:21][C:17]1[NH:18][C:19](=[O:20])[C:14]2[S:13][C:12](=[O:22])[N:11]([C@H:9]3[C@H:8]([OH:32])[CH2:7][C@@H:6]([CH:5]([CH:27]4[CH2:29][CH2:28]4)[OH:4])[O:10]3)[C:15]=2[N:16]=1. Product: NC=1NC(C2=C(N1)N(C(S2)=O)[C@@H]2O[C@@H](C[C@H]2O)C(O)C2CC2)=O (5-amino-3-[(2R,3R,5S)-5-[cyclopropyl(hydroxy)methyl]-3-hydroxy-tetrahydrofuran-2-yl]-6H-thiazolo[4,5-d]pyrimidine-2,7-dione), Example 14-B. The solvent is C(C)N(CC)CC (triethylamine), CN(C)C=O (DMF). Product: C1(=CC=CC=C1)S(=O)(=O)N1C2=C(C3=C1C=NC(=C3O)C#N)C=CC=N2 (9-Benzenesulfonyl-5-hydroxy-9H-dipyrido[2,3-b;4′,3′-d]pyrrole-6-carbonitrile). Reported procedure: A mixture of 9-benzenesulfonyl-3-bromo-5-hydroxy-9H-dipyrido[2,3-b;4′,3′-d]pyrrole-6-carbonitrile (9.91 g, 23.1 mmol), palladium on carbon hydrogenation catalyst (10 wt %, 1.0 g, 0.94 mmol), ethanol (250 mL), ethyl acetate (50 mL), DMF (50 mL) and triethylamine (50 mL) was stirred at room temperature under an atmosphere of hydrogen for 16 hours. The catalyst was removed by filtration through Celite© and the filtrate evaporated to dryness to give a gum, that was mixed with hydrochloric acid (1M, ... The reactants are C1(=CC=CC=C1)S(=O)(=O)N1C2=C(C3=C1C=NC(=C3O)C#N)C=C(C=N2)Br (9-benzenesulfonyl-3-bromo-5-hydroxy-9H-dipyrido[2,3-b;4′,3′-d]pyrrole-6-carbonitrile), C(C)O (ethanol), C(C)(=O)OCC (ethyl acetate), Cl (hydrochloric acid). The yield is 88.8%. Reagents/catalysts: [Pd] (palladium on carbon). Reaction SMILES: [C:1]1([S:7]([N:10]2[C:14]3[CH:15]=[N:16][C:17]([C:20]#[N:21])=[C:18]([OH:19])[C:13]=3[C:12]3[CH:22]=[C:23](Br)[CH:24]=[N:25][C:11]2=3)(=[O:9])=[O:8])[CH:6]=[CH:5][CH:4]=[CH:3][CH:2]=1.C(O)C.C(OCC)(=O)C.Cl>[Pd].C(N(CC)CC)C.CN(C=O)C>[C:1]1([S:7]([N:10]2[C:14]3[CH:15]=[N:16][C:17]([C:20]#[N:21])=[C:18]([OH:19])[C:13]=3[C:12]3[CH:22]=[CH:23][CH:24]=[N:25][C:11]2=3)(=[O:8])=[O:9])[CH:2]=[CH:3][CH:4]=[CH:5][CH:6]=1. Conditions: time 16 hour. The reactants are C(#N)N=C(NCCCN1C=C(C2=CC=CC=C12)C=1C(NC(C1C1=CN(C2=CC=CC=C12)C)=O)=O)SC (3-[1-[(3-cyano-2-methylisothioureido)propyl]-3-indolyl]-4-(1-methyl-3-indolyl)-1H-pyrrole-2,5-dione), C(C)O (ethanol), C(C)NCC (diethylamine). Run in CN(C)C=O (DMF). The product is C(#N)N=C(NCCCN1C=C(C2=CC=CC=C12)C=1C(NC(C1C1=CN(C2=CC=CC=C12)C)=O)=O)N(C)C (3-[1-[3-(2-cyano-3,3-dimethylguanidino)propyl]-3-indolyl]-4-(1-methyl-3-indolyl)-1H-pyrrole-2,5-dione). As a reaction SMILES: [C:1]([N:3]=[C:4](SC)[NH:5][CH2:6][CH2:7][CH2:8][N:9]1[C:17]2[C:12](=[CH:13][CH:14]=[CH:15][CH:16]=2)[C:11]([C:18]2[C:19](=[O:34])[NH:20][C:21](=[O:33])[C:22]=2[C:23]2[C:31]3[C:26](=[CH:27][CH:28]=[CH:29][CH:30]=3)[N:25]([CH3:32])[CH:24]=2)=[CH:10]1)#[N:2].C(O)C.[CH2:40]([NH:42][CH2:43]C)C>CN(C=O)C>[C:1]([N:3]=[C:4]([N:42]([CH3:43])[CH3:40])[NH:5][CH2:6][CH2:7][CH2:8][N:9]1[C:17]2[C:12](=[CH:13][CH:14]=[CH:15][CH:16]=2)[C:11]([C:18]2[C:19](=[O:34])[NH:20][C:21](=[O:33])[C:22]=2[C:23]2[C:31]3[C:26](=[CH:27][CH:28]=[CH:29][CH:30]=3)[N:25]([CH3:32])[CH:24]=2)=[CH:10]1)#[N:2]. Procedure: 100 mg of the product of Example 50 were treated with 10 ml of ethanol, 10 ml of DMF and 20 ml of 40% aqueous diethylamine for 16 hours. The solvents were removed under reduced pressure and the residue was chromatographed on silica gel with 10% methanol in dichloromethane to give 53 mg of 3-[1-[3-(2-cyano-3,3-dimethylguanidino)propyl]-3-indolyl]-4-(1-methyl-3-indolyl)-1H-pyrrole-2,5-dione, m.p 150°-153° C. The yield is 99.3%. Reaction SMILES: [C:1]1([C:11]2[CH:16]=[CH:15][C:14](B(O)O)=[CH:13][CH:12]=2)[C:10]2[C:5](=[CH:6][CH:7]=[CH:8][CH:9]=2)[CH:4]=[CH:3][CH:2]=1.Br[C:21]1[C:34]2[C:35]3=[C:36]4[C:31](=[CH:32][CH:33]=2)[CH:30]=[CH:29][CH:28]=[C:27]4[CH:26]=[CH:25][C:24]3=[CH:23][CH:22]=1.C(=O)([O-])[O-].[Na+].[Na+]>C(COC)OC>[C:1]1([C:11]2[CH:16]=[CH:15][C:14]([C:28]3[C:27]4[C:36]5=[C:35]6[C:24](=[CH:25][CH:26]=4)[CH:23]=[CH:22][CH:21]=[C:34]6[CH:33]=[CH:32][C:31]5=[CH:30][CH:29]=3)=[CH:13][CH:12]=2)[C:10]2[C:5](=[CH:6][CH:7]=[CH:8][CH:9]=2)[CH:4]=[CH:3][CH:2]=1 |f:2.3.4|. Reported procedure: 7.4 g of 4-(naphthalene-1-yl)phenyl boronic acid prepared by a well known method and 7.0 g of conventional 1-bromopyrene were dissolved in 80 ml of dimethoxyethane (DME). Subsequently, 0.58 g of tetrakistriphenylphosphine palladium and 40 ml of 2M-sodium carbonate aqueous solution were added therein, followed by argon displacement. After heating and refluxing over 8 hours, it was stood to cool and then an organic layer was extracted therefrom by toluene. The organic layer was washed by saturated... The reactants are C1(=CC=CC2=CC=CC=C12)C1=CC=C(C=C1)B(O)O (4-(naphthalene-1-yl)phenyl boronic acid), BrC1=CC=C2C=CC3=CC=CC4=CC=C1C2=C34 (1-bromopyrene), tetrakistriphenylphosphine palladium, C([O-])([O-])=O.[Na+].[Na+] (sodium carbonate). The solvent is C(OC)COC (dimethoxyethane). Yields the product C1(=CC=CC2=CC=CC=C12)C1=CC=C(C=C1)C1=CC=C2C=CC3=CC=CC4=CC=C1C2=C34 (1-(4-naphthalene-1-yl-phenyl)pyrene). Reactants: ClC1=CC=C(C=C1)NN (p-chlorophenylhydrazine), ClC1=C2C(=NC=C1C(=O)OCC)CCCCC2 (ethyl 4-chloro-6,7,8,9-tetrahydro-5H-cyclohepta[b]pyridine-3-carboxylate). The solvent is C(CCC)O (n-butanol). The product is Cl.ClC1=CC=C(C=C1)N1N=C2C3=C(NC=C2C1=O)CCCCC3 (2-p-chlorophenyl-2,3,5,6,7,8,9,10-octahydrocyclohepta[b]pyrazolo[3,4-d]pyridin-3-one hydrochloride). Reaction SMILES: [Cl:1][C:2]1[CH:7]=[CH:6][C:5]([NH:8][NH2:9])=[CH:4][CH:3]=1.Cl[C:11]1[C:16]([C:17](OCC)=[O:18])=[CH:15][N:14]=[C:13]2[CH2:22][CH2:23][CH2:24][CH2:25][CH2:26][C:12]=12>C(O)CCC>[ClH:1].[Cl:1][C:2]1[CH:7]=[CH:6][C:5]([N:8]2[C:17](=[O:18])[C:16]3[C:11]([C:12]4[CH2:26][CH2:25][CH2:24][CH2:23][CH2:22][C:13]=4[NH:14][CH:15]=3)=[N:9]2)=[CH:4][CH:3]=1 |f:3.4|. Procedure details: A mixture of 2.6 g of p-chlorophenylhydrazine and 3.9 g of ethyl 4-chloro-6,7,8,9-tetrahydro-5H-cyclohepta[b]pyridine-3-carboxylate (Example 2c) in 100 mL of n-butanol is refluxed overnight under nitrogen atmosphere, then cooled to room temperature. The solid precipitate is collected, triturated with ether, dissolved in hot ethanol and decolorized with charcoal. The ethanolic solution is acidified with hydrogen chloride, then concentrated to a smaller volume and diluted with ether to precipitate...